This data is from the Open Reaction Database (ORD), a public repository of structured organic reaction records. The task is: describe an organic reaction: reactants, conditions, products, and yield Reactants: C(C)(=O)OCC1=C(C=CC=C1)C(C(=O)N)=NO (2-(2-acetoxymethylphenyl)-2-hydroxyiminoacetamide), C([O-])([O-])=O.[K+].[K+] (potassium carbonate), S(=O)(=O)(OC)OC (dimethyl sulfate), CC(=O)C (acetone). The solvent is C(C)(=O)OCC (ethyl acetate). Conditions: time 4 hour. The product is C(C)(=O)OCC1=C(C=CC=C1)C(C(=O)N)=NOC (2-(2-acetoxymethylphenyl)-2-methoxyiminoacetamide). The yield is 72.4%. Reaction SMILES: [C:1]([O:4][CH2:5][C:6]1[CH:11]=[CH:10][CH:9]=[CH:8][C:7]=1[C:12](=[N:16][OH:17])[C:13]([NH2:15])=[O:14])(=[O:3])[CH3:2].[C:18](=O)([O-])[O-].[K+].[K+].S(OC)(OC)(=O)=O.CC(C)=O>C(OCC)(=O)C>[C:1]([O:4][CH2:5][C:6]1[CH:11]=[CH:10][CH:9]=[CH:8][C:7]=1[C:12](=[N:16][O:17][CH3:18])[C:13]([NH2:15])=[O:14])(=[O:3])[CH3:2] |f:1.2.3|. Procedure: A mixture of 2-(2-acetoxymethylphenyl)-2-hydroxyiminoacetamide (253 mg, E/Z≠65/35), potassium carbonate (177 mg), 95% dimethyl sulfate (148 mg) and acetone (4.0 ml) was stirred at room temperature for 4 hours. A few pieces of ice were added, and the mixture was stirred for 20 minutes. The reaction mixture was diluted with ethyl acetate, washed successively with water and saturated brine, and dried over anhydrous sodium sulfate. Evaporation of the solvent under reduced pressure gave the crude pro... Reactants: CC(C)COc1cc(Br)c(N)cc1Cl, CC(=O)Cl, C1CCOC1. Product: CC(=O)Nc1cc(Cl)c(OCC(C)C)cc1Br. RXN SMILES: [Br:1][c:2]1[c:3]([NH2:4])[cH:5][c:6]([Cl:14])[c:7]([O:9][CH2:10][CH:11]([CH3:12])[CH3:13])[cH:8]1.[C:15]([CH3:16])(=[O:17])[Cl:18].[CH2:19]1[O:20][CH2:21][CH2:22][CH2:23]1>>[Br:1][c:2]1[c:3]([NH:4][C:15]([CH3:16])=[O:17])[cH:5][c:6]([Cl:14])[c:7]([O:9][CH2:10][CH:11]([CH3:12])[CH3:13])[cH:8]1. Reaction SMILES: [CH2:1]([CH3:2])[O:3][C:4]([CH2:5][n:6]1[n:7][cH:8][c:9]2[c:14]1[CH2:13][CH2:12][CH2:11][CH:10]2[N:15]([S:16](=[O:17])(=[O:18])[c:19]1[cH:20][c:21]([C:29]([CH2:30][CH3:31])=[CH2:32])[cH:22][c:23]([C:25]([F:26])([F:27])[F:28])[cH:24]1)[CH3:33])=[O:34].[CH3:38][CH2:39][O:40][CH2:41][CH3:42].[N+:35](=[N-:36])=[CH2:37]>>[CH2:1]([CH3:2])[O:3][C:4]([CH2:5][n:6]1[n:7][cH:8][c:9]2[c:14]1[CH2:13][CH2:12][CH2:11][CH:10]2[N:15]([S:16](=[O:17])(=[O:18])[c:19]1[cH:20][c:21]([C:29]2([CH2:32][CH3:37])[CH2:30][CH2:31]2)[cH:22][c:23]([C:25]([F:26])([F:27])[F:28])[cH:24]1)[CH3:33])=[O:34]. Reactants: C=C(CC)c1cc(C(F)(F)F)cc(S(=O)(=O)N(C)C2CCCc3c2cnn3CC(=O)OCC)c1, CCOCC, C=[N+]=[N-]. Product: CCOC(=O)Cn1ncc2c1CCCC2N(C)S(=O)(=O)c1cc(C(F)(F)F)cc(C2(CC)CC2)c1. The reactants are [OH-].[Na+] (sodium hydroxide), CN(C=O)C (dimethylformamide), stainless steel, ClC(F)F (chlorodifluoromethane), FC1=C(C(=O)O)C=C(C(=C1O)F)F (2.4,5-trifluoro-3-hydroxybenzoic acid), ( XXIII ), CN(C=O)C (dimethylformamide). Solvent: O (water), O (water). Run at time 30 minute. The product is FC(OC=1C(=C(C(=O)O)C=C(C1F)F)F)F (3-difluoromethoxy-2,4,5-trifluorobenzoic acid). As a reaction SMILES: CN(C)C=O.[F:6][C:7]1[C:15]([OH:16])=[C:14]([F:17])[C:13]([F:18])=[CH:12][C:8]=1[C:9]([OH:11])=[O:10].[OH-].[Na+].Cl[CH:22]([F:24])[F:23]>O>[F:23][CH:22]([F:24])[O:16][C:15]1[C:7]([F:6])=[C:8]([CH:12]=[C:13]([F:18])[C:14]=1[F:17])[C:9]([OH:11])=[O:10] |f:2.3|. Procedure details: 20 ml of dimethylformamide, followed by 4.97 g (0.026 mole) of 2.4,5-trifluoro-3-hydroxybenzoic acid [(XXIII), X=X'=F], were added in portions, whilst ice-cooling, to a solution of 2.18 g (0.052 mole) of sodium hydroxide in 5 ml of water. Thereafter the solution was stirred for 30 minutes, whilst ice-cooling. The reaction mixture was then transferred to a 200 ml stainless steel autoclave, and 100 ml of dimethylformamide containing 24.0 g (0.277 mole) of chlorodifluoromethane were added to it. Th... The reactants are CC(C)(C)[O-].[K+] (KOtBu), C(CCCC)C1(CCC(CC1)C1CCC(CC1)CCCCC)C=O (4,4′-dipentylbicyclohexyl-4-carbaldehyde), O (water). Reagents/catalysts: [Br-].C[P+](C1=CC=CC=C1)(C1=CC=CC=C1)C1=CC=CC=C1 (methyltriphenylphosphonium bromide). Run in C1CCOC1 (THF), C1CCOC1 (THF). Run at time 8 hour. Yields the product C(CCCC)C1(CCC(CC1)C1CCC(CC1)CCCCC)C=C (4,4′-dipentyl-4-vinylbicyclohexyl). As a reaction SMILES: [CH3:1]C([O-])(C)C.[K+].[CH2:7]([C:12]1([CH:29]=O)[CH2:17][CH2:16][CH:15]([CH:18]2[CH2:23][CH2:22][CH:21]([CH2:24][CH2:25][CH2:26][CH2:27][CH3:28])[CH2:20][CH2:19]2)[CH2:14][CH2:13]1)[CH2:8][CH2:9][CH2:10][CH3:11].O>C1COCC1.[Br-].C[P+](C1C=CC=CC=1)(C1C=CC=CC=1)C1C=CC=CC=1>[CH2:7]([C:12]1([CH:29]=[CH2:1])[CH2:17][CH2:16][CH:15]([CH:18]2[CH2:23][CH2:22][CH:21]([CH2:24][CH2:25][CH2:26][CH2:27][CH3:28])[CH2:20][CH2:19]2)[CH2:14][CH2:13]1)[CH2:8][CH2:9][CH2:10][CH3:11] |f:0.1,5.6|. Procedure: A solution of 17.84 g of KOtBu in 100 ml of THF is added dropwise at 0° C. to a suspension of 53.20 g of 4,4′-dipentylbicyclohexyl-4-carbaldehyde and 56.80 g of methyltriphenylphosphonium bromide in 300 ml of THF. The mixture is stirred at RT overnight, water is added, and the mixture is extracted with MTB ether. The combined organic phases are subjected to conventional work-up, giving 4,4′-dipentyl-4-vinylbicyclohexyl. The reactants are COC1=CC=C(C(CBr)=O)C=C1 (4-methoxyphenacyl bromide), C(C(=O)C1=CC=CC=C1)Br (phenacyl bromide), C(C)(=O)C1=CC=NC=C1 (4-acetylpyridine). Run in N1=CC=CC=C1 (pyridine). Product: [Br-].C(C(=O)C1=CC=CC=C1)[N+]1=CC=C(C=C1)C(C)=O (N-(phenacyl) 4-acetylpyridinium bromide). Reaction SMILES: CO[C:3]1[CH:12]=[CH:11][C:6]([C:7](=[O:10])[CH2:8][Br:9])=[CH:5][CH:4]=1.C(Br)C(C1C=CC=CC=1)=O.[C:23]([C:26]1[CH:31]=[CH:30][N:29]=[CH:28][CH:27]=1)(=[O:25])[CH3:24]>N1C=CC=CC=1>[Br-:9].[CH2:8]([N+:29]1[CH:30]=[CH:31][C:26]([C:23](=[O:25])[CH3:24])=[CH:27][CH:28]=1)[C:7]([C:6]1[CH:5]=[CH:4][CH:3]=[CH:12][CH:11]=1)=[O:10] |f:4.5|. Procedure details: Employing the procedure of Example I above but replacing 4-methoxyphenacyl bromide with a substantially equimolecular amount of phenacyl bromide and replacing pyridine with a substantially equimolecular amount of 4-acetylpyridine there is obtained N-(phenacyl) 4-acetylpyridinium bromide, a white solid melting at 214-215° C., and which is soluble in water. The reactants are CC(=O)O, [N-]=[N+]=NC1CC(n2ccc(=O)[nH]c2=O)OC1COC(c1ccccc1)(c1ccccc1)c1ccccc1. Product: [N-]=[N+]=NC1CC(n2ccc(=O)[nH]c2=O)OC1CO. RXN SMILES: [CH3:38][C:39](=[O:40])[OH:41].[N:1](=[N+:2]=[N-:3])[CH:4]1[CH2:5][CH:6]([n:30]2[c:31](=[O:32])[nH:33][c:34](=[O:35])[cH:36][cH:37]2)[O:7][CH:8]1[CH2:9][O:10][C:11]([c:12]1[cH:13][cH:14][cH:15][cH:16][cH:17]1)([c:18]1[cH:19][cH:20][cH:21][cH:22][cH:23]1)[c:24]1[cH:25][cH:26][cH:27][cH:28][cH:29]1>>[N:1](=[N+:2]=[N-:3])[CH:4]1[CH2:5][CH:6]([n:30]2[c:31](=[O:32])[nH:33][c:34](=[O:35])[cH:36][cH:37]2)[O:7][CH:8]1[CH2:9][OH:10]. Reactants: C(C)(C)C1=CC(=NC(=N1)C1=CC(=CC=C1)[N+](=O)[O-])O (6-isopropyl-2-(3-nitro-phenyl)-pyrimidin-4-ol), C(C)(C)C1=CC(=NC(=N1)C1=CC(=CC=C1)[N+](=O)[O-])O (6-isopropyl-2-(3-nitro-phenyl)-pyrimidin-4-ol), FC1=CC=C(CBr)C=C1 (4-fluorobenzyl bromide). The product is FC1=CC=C(COC2=NC(=NC(=C2)C(C)C)C2=CC(=CC=C2)[N+](=O)[O-])C=C1 (4-[(4-Fluorobenzyl)oxy]-6-isopropyl-2-(3-nitrophenyl)pyrimidine). RXN SMILES: [CH:1]([C:4]1[N:9]=[C:8]([C:10]2[CH:15]=[CH:14][CH:13]=[C:12]([N+:16]([O-:18])=[O:17])[CH:11]=2)[N:7]=[C:6]([OH:19])[CH:5]=1)([CH3:3])[CH3:2].[F:20][C:21]1[CH:28]=[CH:27][C:24]([CH2:25]Br)=[CH:23][CH:22]=1>>[F:20][C:21]1[CH:28]=[CH:27][C:24]([CH2:25][O:19][C:6]2[CH:5]=[C:4]([CH:1]([CH3:3])[CH3:2])[N:9]=[C:8]([C:10]3[CH:15]=[CH:14][CH:13]=[C:12]([N+:16]([O-:18])=[O:17])[CH:11]=3)[N:7]=2)=[CH:23][CH:22]=1. Reported procedure: The title compound was prepared from 6-isopropyl-2-(3-nitro-phenyl)-pyrimidin-4-ol (which was obtained in Intermediate 8) and 4-fluorobenzyl bromide according to Method A; LC retention time 4.01 min: MS: m/z (ESI) 368 (M+H) Starting materials: C(C)(C)(C)C1=C(O)C=CC(=C1)O (tert-butylhydroquinone), BrC(C(=O)OCC)CCCCCCCCCCCC (ethyl α-bromotetradecanoate), C([O-])([O-])=O.[K+].[K+] (potassium carbonate). The solvent is CC(=O)C (acetone). The product is OC1=C(C=C(OC(C(=O)OCC)CCCCCCCCCCCC)C=C1)C(C)(C)C (Ethyl α-(4-Hydroxy-3-tert-butylphenoxy)-tetradecanoate). The yield is 37.5%. As a reaction SMILES: [C:1]([C:5]1[CH:11]=[C:10]([OH:12])[CH:9]=[CH:8][C:6]=1[OH:7])([CH3:4])([CH3:3])[CH3:2].Br[CH:14]([CH2:20][CH2:21][CH2:22][CH2:23][CH2:24][CH2:25][CH2:26][CH2:27][CH2:28][CH2:29][CH2:30][CH3:31])[C:15]([O:17][CH2:18][CH3:19])=[O:16].C(=O)([O-])[O-].[K+].[K+]>CC(C)=O>[OH:7][C:6]1[CH:8]=[CH:9][C:10]([O:12][CH:14]([CH2:20][CH2:21][CH2:22][CH2:23][CH2:24][CH2:25][CH2:26][CH2:27][CH2:28][CH2:29][CH2:30][CH3:31])[C:15]([O:17][CH2:18][CH3:19])=[O:16])=[CH:11][C:5]=1[C:1]([CH3:4])([CH3:2])[CH3:3] |f:2.3.4|. Procedure details: 116 g of tert-butylhydroquinone, 234 g of ethyl α-bromotetradecanoate and 170 g of potassium carbonate were mixed in 1.6 liters of acetone and reacted for 48 hours under refluxing and stirring. After the reaction, the acetone was distilled off and the residue was dissolved in one liter of ethyl acetate. The organic solvent layer was washed with water, dried with sodium sulfate and concentrated. The residue was recrystallized from 250 ml of n-hexane to obtain 110 g of a white solid. The melting p... The reactants are CC(=O)Nc1ccc(OCCOCCO)cc1, CS(C)=O, Clc1cnc(Cl)nc1, [H-], [Na+], O. Product: CC(=O)Nc1ccc(OCCOCCOc2ncc(Cl)cn2)cc1. Reaction SMILES: [C:1]([CH3:2])(=[O:3])[NH:4][c:5]1[cH:6][cH:7][c:8]([O:9][CH2:10][CH2:11][O:12][CH2:13][CH2:14][OH:15])[cH:16][cH:17]1.[CH3:29][S:30]([CH3:31])=[O:32].[Cl:20][c:21]1[n:22][cH:23][c:24]([Cl:27])[cH:25][n:26]1.[H-:18].[Na+:19].[OH2:28]>>[C:1]([CH3:2])(=[O:3])[NH:4][c:5]1[cH:6][cH:7][c:8]([O:9][CH2:10][CH2:11][O:12][CH2:13][CH2:14][O:15][c:21]2[n:22][cH:23][c:24]([Cl:27])[cH:25][n:26]2)[cH:16][cH:17]1.